This data is from the Open Reaction Database (ORD), a public repository of structured organic reaction records. The task is: describe an organic reaction: reactants, conditions, products, and yield Starting materials: CC(C)(C)OC(=O)N1CC(OS(C)(=O)=O)C1, CN(C)C=O, [N-]=[N+]=[N-], [Na+]. The product is CC(C)(C)OC(=O)N1CC(N=[N+]=[N-])C1. RXN SMILES: [C:1]([CH3:2])([CH3:3])([CH3:4])[O:5][C:6](=[O:7])[N:8]1[CH2:9][CH:10]([O:12][S:13]([CH3:14])(=[O:15])=[O:16])[CH2:11]1.[CH3:21][N:22]([CH3:23])[CH:24]=[O:25].[N-:18]=[N+:19]=[N-:20].[Na+:17]>>[C:1]([CH3:2])([CH3:3])([CH3:4])[O:5][C:6](=[O:7])[N:8]1[CH2:9][CH:10]([N:18]=[N+:19]=[N-:20])[CH2:11]1. The reactants are C1(CC1)COCC=1C=CC(=NC1C)N (5-cyclopropylmethoxymethyl-6-methyl-pyridin-2-ylamine), FC=1C=CC(=C(C1)S(=O)(=O)Cl)C (5-fluoro-2-methyl-benzenesulfonyl chloride). Product: C1(CC1)COCC=1C=CC(=NC1C)NS(=O)(=O)C1=C(C=CC(=C1)F)C (N-(5-Cyclopropylmethoxymethyl-6-methyl-pyridin-2-yl)-5-fluoro-2-methyl-benzenesulfonamide). As a reaction SMILES: [CH:1]1([CH2:4][O:5][CH2:6][C:7]2[CH:8]=[CH:9][C:10]([NH2:14])=[N:11][C:12]=2[CH3:13])[CH2:3][CH2:2]1.[F:15][C:16]1[CH:17]=[CH:18][C:19]([CH3:26])=[C:20]([S:22](Cl)(=[O:24])=[O:23])[CH:21]=1>>[CH:1]1([CH2:4][O:5][CH2:6][C:7]2[CH:8]=[CH:9][C:10]([NH:14][S:22]([C:20]3[CH:21]=[C:16]([F:15])[CH:17]=[CH:18][C:19]=3[CH3:26])(=[O:23])=[O:24])=[N:11][C:12]=2[CH3:13])[CH2:3][CH2:2]1. Reported procedure: This material was prepared in analogy to example 1 from 5-cyclopropylmethoxymethyl-6-methyl-pyridin-2-ylamine (0.053 g) and 5-fluoro-2-methyl-benzenesulfonyl chloride (0.058 g) as a light yellow solid (0.063 g). MS (ESI−): 363.3 ([M−H]−)